The task is: describe an organic reaction: reactants, conditions, products, and yield. This data is from the Open Reaction Database (ORD), a public repository of structured organic reaction records. Starting materials: C(CCC)N(C1CC(NC(C1)(C)C)(C)C)CC(COC(=O)C1C(CCCC1)C(=O)OCC(CN(C1CC(NC(C1)(C)C)(C)C)CCCC)O)O (bis{3-[N-butyl-N-(2,2,6,6-tetramethyl-4-piperidyl)amino]-2-hydroxypropyl}1,2-cyclohexanedicarboxylate), C1(=CC=CC=C1)N=C=O (phenylisocyanate). Run in C1=CC=CC=C1 (benzene). Conditions: time 3 hour. Product: C(CCC)N(C1CC(NC(C1)(C)C)(C)C)CC(COC(=O)C1C(CCCC1)C(=O)OCC(CN(C1CC(NC(C1)(C)C)(C)C)CCCC)OC(NC1=CC=CC=C1)=O)OC(NC1=CC=CC=C1)=O (Bis{3-[N-butyl-N-(2,2,6,6-tetramethyl-4-piperidyl)amino]-2-phenylcarbamoyloxypropyl}1,2-cyclohexanedicarboxylate). As a reaction SMILES: [CH2:1]([N:5]([CH2:16][CH:17]([OH:50])[CH2:18][O:19][C:20]([CH:22]1[CH2:27][CH2:26][CH2:25][CH2:24][CH:23]1[C:28]([O:30][CH2:31][CH:32]([OH:49])[CH2:33][N:34]([CH2:45][CH2:46][CH2:47][CH3:48])[CH:35]1[CH2:40][C:39]([CH3:42])([CH3:41])[NH:38][C:37]([CH3:44])([CH3:43])[CH2:36]1)=[O:29])=[O:21])[CH:6]1[CH2:11][C:10]([CH3:13])([CH3:12])[NH:9][C:8]([CH3:15])([CH3:14])[CH2:7]1)[CH2:2][CH2:3][CH3:4].[C:51]1([N:57]=[C:58]=[O:59])[CH:56]=[CH:55][CH:54]=[CH:53][CH:52]=1>C1C=CC=CC=1>[CH2:1]([N:5]([CH2:16][CH:17]([O:50][C:58](=[O:59])[NH:57][C:51]1[CH:56]=[CH:55][CH:54]=[CH:53][CH:52]=1)[CH2:18][O:19][C:20]([CH:22]1[CH2:27][CH2:26][CH2:25][CH2:24][CH:23]1[C:28]([O:30][CH2:31][CH:32]([O:49][C:58](=[O:59])[NH:57][C:51]1[CH:56]=[CH:55][CH:54]=[CH:53][CH:52]=1)[CH2:33][N:34]([CH2:45][CH2:46][CH2:47][CH3:48])[CH:35]1[CH2:40][C:39]([CH3:42])([CH3:41])[NH:38][C:37]([CH3:44])([CH3:43])[CH2:36]1)=[O:29])=[O:21])[CH:6]1[CH2:11][C:10]([CH3:13])([CH3:12])[NH:9][C:8]([CH3:14])([CH3:15])[CH2:7]1)[CH2:2][CH2:3][CH3:4]. Procedure details: A mixture of 2.4 g of bis{3-[N-butyl-N-(2,2,6,6-tetramethyl-4-piperidyl)amino]-2-hydroxypropyl}1,2-cyclohexanedicarboxylate, obtained as described in Example 18, and 2.4 g of phenylisocyanate in 30 ml of benzene was refluxed, with stirring, for 3 hours. At the end of this time, the solvent was removed from the reaction mixture by evaporation under reduced pressure and the resulting residue was purified by column chromatography through silica gel eluted with a 20:1 by volume mixture of ethyl acet... Product: NC(CC(=O)OCC)C1=COC=C1 (ethyl β-aminofuran-3-propanoate). The solvent is C(C)(C)O (isopropyl alcohol). Run at time 5 hour. Reported procedure: A suspension of 3-furancarboxaldehyde (8.6 ml), malonic acid monoethyl ester (15.8 g) and ammonium acetate (9.6 g) in isopropyl alcohol (200 ml) was heated to reflux under nitrogen. After 5 hours, the excess solvent was removed under reduced pressure and the semi-solid was treated with H2O (250 ml) and acidified to pH 2 using 12N HCl. The aqueous layer was washed with CH2Cl2 (2×100 ml). The aqueous layer was neutralized to pH>9 with K2CO3. The product was extracted with CH2Cl2 (2×100 ml). The or... RXN SMILES: [O:1]1[CH:5]=[CH:4][C:3]([CH:6]=O)=[CH:2]1.[CH2:8]([O:10][C:11](=[O:16])[CH2:12]C(O)=O)[CH3:9].C([O-])(=O)C.[NH4+:21]>C(O)(C)C>[NH2:21][CH:6]([C:3]1[CH:4]=[CH:5][O:1][CH:2]=1)[CH2:12][C:11]([O:10][CH2:8][CH3:9])=[O:16] |f:2.3|. The reactants are O1C=C(C=C1)C=O (3-furancarboxaldehyde), C(C)OC(CC(=O)O)=O (malonic acid monoethyl ester), C(C)(=O)[O-].[NH4+] (ammonium acetate). Starting materials: C(C1=CC=CC=C1)N1CCC(CC1)(F)C1=C(C=CC(=C1)Cl)OC (1-benzyl-4-(5-chloro-2-methoxy-phenyl)-4-fluoro-piperidine), ClC(C)OC(=O)Cl (1-chloroethylchloroformate). The solvent is ClCCl (dichloromethane). Reaction conditions: time 2 hour. Yields the product ClC=1C=CC(=C(C1)C1(CCNCC1)F)OC (4-(5-chloro-2-methoxyphenyl)-4-fluoropiperidine), hydrochloride salt. As a reaction SMILES: C([N:8]1[CH2:13][CH2:12][C:11]([C:15]2[CH:20]=[C:19]([Cl:21])[CH:18]=[CH:17][C:16]=2[O:22][CH3:23])([F:14])[CH2:10][CH2:9]1)C1C=CC=CC=1.ClC(OC(Cl)=O)C>ClCCl>[Cl:21][C:19]1[CH:18]=[CH:17][C:16]([O:22][CH3:23])=[C:15]([C:11]2([F:14])[CH2:10][CH2:9][NH:8][CH2:13][CH2:12]2)[CH:20]=1. Reported procedure: To a stirred solution of 1-benzyl-4-(5-chloro-2-methoxy-phenyl)-4-fluoro-piperidine 4c (13.8 g, 0.04 mol) in dichloromethane (50 mL) was added 1-chloroethylchloroformate. (7.1 g, 0.05 mol). The mixture was stirred at room temperature for 2 h and then concentrated to dryness. The residual was dissolved in methanol (50 mL) and then heated to reflux for 30 min. The mixture was concentrated to dryness in vacuo, ether was added, the precipitate solid was filtered and washed with ether to obtain 4-(5-... Starting materials: ClC(Cl)Cl, O=S(=O)(O)Cl, COc1ccccc1F. Yields the product COc1ccc(S(=O)(=O)Cl)cc1F. Reaction SMILES: [CH:15]([Cl:16])([Cl:17])[Cl:18].[Cl:10][S:11](=[O:12])(=[O:13])[OH:14].[F:1][c:2]1[c:3]([O:8][CH3:9])[cH:4][cH:5][cH:6][cH:7]1>>[F:1][c:2]1[c:3]([O:8][CH3:9])[cH:4][cH:5][c:6]([S:11]([Cl:10])(=[O:12])=[O:13])[cH:7]1. The reactants are [BH3-]C#N, C=O, CC(=O)O, CC#N, O=[N+]([O-])c1ccc(C(F)(F)C(F)(F)F)c(OCC2CCNCC2)c1, [Na+], O. Product: CN1CCC(COc2cc([N+](=O)[O-])ccc2C(F)(F)C(F)(F)F)CC1. RXN SMILES: [C:28]([BH3-:29])#[N:30].[CH2:25]=[O:26].[CH3:32][C:33](=[O:34])[OH:35].[CH3:36][C:37]#[N:38].[N+:1](=[O:2])([O-:3])[c:4]1[cH:5][c:6]([O:7][CH2:8][CH:9]2[CH2:10][CH2:11][NH:12][CH2:13][CH2:14]2)[c:15]([C:18]([C:19]([F:20])([F:21])[F:22])([F:23])[F:24])[cH:16][cH:17]1.[Na+:31].[OH2:27]>>[N+:1](=[O:2])([O-:3])[c:4]1[cH:5][c:6]([O:7][CH2:8][CH:9]2[CH2:10][CH2:11][N:12]([CH3:28])[CH2:13][CH2:14]2)[c:15]([C:18]([C:19]([F:20])([F:21])[F:22])([F:23])[F:24])[cH:16][cH:17]1.